This data is from the Open Reaction Database (ORD), a public repository of structured organic reaction records. The task is: describe an organic reaction: reactants, conditions, products, and yield Starting materials: ClC1=CC=C(C=C1)C(O)C1=CC=2C(=CN=CC2)N1 ((4-Chlorophenyl)(1H-pyrrolo[2,3-c]pyridin-2-yl)methanol). Solvent: O1CCCC1 (tetrahydrofuran). The product is ClC1=CC=C(C=C1)C(=O)C1=CC=2C(=CN=CC2)N1 ((4-Chlorophenyl)(1H-pyrrolo[2,3-c]pyridin-2-yl)methanone). Yield: 67.0%. Reaction SMILES: [Cl:1][C:2]1[CH:7]=[CH:6][C:5]([CH:8]([C:10]2[NH:18][C:13]3=[CH:14][N:15]=[CH:16][CH:17]=[C:12]3[CH:11]=2)[OH:9])=[CH:4][CH:3]=1>O1CCCC1>[Cl:1][C:2]1[CH:3]=[CH:4][C:5]([C:8]([C:10]2[NH:18][C:13]3=[CH:14][N:15]=[CH:16][CH:17]=[C:12]3[CH:11]=2)=[O:9])=[CH:6][CH:7]=1. Procedure details: (4-Chlorophenyl)(1H-pyrrolo[2,3-c]pyridin-2-yl)methanone (108 mg, 67%) was prepared as a yellow solid following the procedure described for Example 100 using (4-chlorophenyl)(1H-pyrrolo[2,3-c]pyridin-2-yl)methanol (Example 101) and tetrahydrofuran as a solvent: mp 274-277° C. dec.; 1H NMR (300 MHz, CD3OD) δ7.21 (1H, s), 7.60-7.63 (2H, m), 7.73-7.76 (1H, m), 7.99-8.03 (2H, m), 8.16 (1H, d, J=5.6 Hz), 8.88 (1H, s); ESI MS m/z 257 [C14H9ClN2O+H]+; HPLC (Method A) >99% (AUC), tR=16.3 min.